Dataset: the Open Reaction Database (ORD), a public repository of structured organic reaction records. Task: describe an organic reaction: reactants, conditions, products, and yield Starting materials: CS(=O)(=O)Cl, CCOC(C)=O, COC(=O)c1cc(N)ccc1F, c1ccncc1. Product: COC(=O)c1cc(NS(C)(=O)=O)ccc1F. RXN SMILES: [CH3:19][S:20]([Cl:21])(=[O:22])=[O:23].[CH3:24][CH2:25][O:26][C:27](=[O:28])[CH3:29].[NH2:1][c:2]1[cH:3][cH:4][c:5]([F:12])[c:6]([C:7](=[O:8])[O:9][CH3:10])[cH:11]1.[cH:13]1[cH:14][cH:15][n:16][cH:17][cH:18]1>>[NH:1]([c:2]1[cH:3][cH:4][c:5]([F:12])[c:6]([C:7](=[O:8])[O:9][CH3:10])[cH:11]1)[S:20]([CH3:19])(=[O:22])=[O:23]. Starting materials: O (Water), Cl[O-].[Na+] (sodium hypochlorite), C(CCC)(=O)C=1C=NC2=C(C=CC=C2C1NC1=C(C=CC=C1Cl)C)OCCSC (3-butyryl-4-(2-methyl,6-chlorophenylamino )-8-(2-methylthioethoxy)quinoline). Solvent: C(Cl)Cl (methylene chloride). Run at time 3 hour. Product: C(CCC)(=O)C=1C=NC2=C(C=CC=C2C1NC1=C(C=CC=C1Cl)C)OCCS(=O)C (3-butyryl-4-(2-methyl,6-chlorophenylamino)-8-(2-methylsulfinylethoxy)quinoline). Isolated yield 27.0%. Reaction SMILES: [C:1]([C:6]1[CH:7]=[N:8][C:9]2[C:14]([C:15]=1[NH:16][C:17]1[C:22]([Cl:23])=[CH:21][CH:20]=[CH:19][C:18]=1[CH3:24])=[CH:13][CH:12]=[CH:11][C:10]=2[O:25][CH2:26][CH2:27][S:28][CH3:29])(=[O:5])[CH2:2][CH2:3][CH3:4].[OH2:30].Cl[O-].[Na+]>C(Cl)Cl>[C:1]([C:6]1[CH:7]=[N:8][C:9]2[C:14]([C:15]=1[NH:16][C:17]1[C:22]([Cl:23])=[CH:21][CH:20]=[CH:19][C:18]=1[CH3:24])=[CH:13][CH:12]=[CH:11][C:10]=2[O:25][CH2:26][CH2:27][S:28]([CH3:29])=[O:30])(=[O:5])[CH2:2][CH2:3][CH3:4] |f:2.3|. Procedure details: 3-butyryl-4-(2-methyl,6-chlorophenylamino )-8-(2-methylthioethoxy)quinoline (0.35 g, 0.82 mmol) was dissolved in methylene chloride (4 ml). Water (2 ml) and sodium hypochlorite (5% in water) (1.7 ml) were added and the mixture was stirred for 3 h. The organic layer was dried over sodium sulfate and evaporated. The residue crystallized from ethyl acetate and 0.10 g (27%) of the title compound was obtained. Starting materials: O=C(CCC(=O)OC)C1=CC=C(C=C1)S(=O)(=O)CCCN1C(C=2C(C1=O)=CC=CC2)=O (methyl 4-oxo-4-[4-(3-phthalimidopropylsulphonyl)phenyl]butyrate), O.NN (hydrazine hydrate), ice water. The solvent is C(C)(=O)O (acetic acid). Product: C1(C=2C(C(N1CCCS(=O)(=O)C1=CC=C(C=C1)C=1CCC(NN1)=O)=O)=CC=CC2)=O (6-[4-(3-Phthalimidopropylsulphonyl)phenyl]-4,5-dihydro-3(2H)-pyridazinone). RXN SMILES: O=[C:2]([C:9]1[CH:14]=[CH:13][C:12]([S:15]([CH2:18][CH2:19][CH2:20][N:21]2[C:25](=[O:26])[C:24]3=[CH:27][CH:28]=[CH:29][CH:30]=[C:23]3[C:22]2=[O:31])(=[O:17])=[O:16])=[CH:11][CH:10]=1)[CH2:3][CH2:4][C:5]([O:7]C)=O.O.[NH2:33][NH2:34]>C(O)(=O)C>[C:25]1(=[O:26])[N:21]([CH2:20][CH2:19][CH2:18][S:15]([C:12]2[CH:13]=[CH:14][C:9]([C:2]3[CH2:3][CH2:4][C:5](=[O:7])[NH:33][N:34]=3)=[CH:10][CH:11]=2)(=[O:16])=[O:17])[C:22](=[O:31])[C:23]2=[CH:30][CH:29]=[CH:28][CH:27]=[C:24]12 |f:1.2|. Reported procedure: 34 g (78.2 mmol) of methyl 4-oxo-4-[4-(3-phthalimidopropylsulphonyl)phenyl]butyrate are refluxed for two hours in a solution of 6 ml (120 mmol) of hydrazine hydrate (99%) in 350 ml of glacial acetic acid. Then the mixture is poured onto 2.5 liters of ice water, the product precipitated is suction filtered and dried in a circulating air dryer at 80° C. Reactants: C(C1=CC=CC=C1)OC=1C=C(CN2N=CC3=C(C=CC=C23)NC(=O)C2=CN=C3N2C=CC(=C3)OCCOC)C=CC1 (N-(1-(3-(benzyloxy)benzyl)-1H-indazol-4-yl)-7-(2-methoxyethoxy)imidazo[1,2-a]pyridine-3-carboxamide). Reagents/catalysts: [Pd] (palladium on carbon). The solvent is CO (MeOH). Run at time 8 hour. The product is OC=1C=C(CN2N=CC3=C(C=CC=C23)NC(=O)C2=CN=C3N2C=CC(=C3)OCCOC)C=CC1 (N-(1-(3-hydroxybenzyl)-1H-indazol-4-yl)-7-(2-methoxyethoxy)imidazo[1,2-a]pyridine-3-carboxamide). Isolated yield 16.4%. RXN SMILES: C([O:8][C:9]1[CH:10]=[C:11]([CH:39]=[CH:40][CH:41]=1)[CH2:12][N:13]1[C:21]2[C:16](=[C:17]([NH:22][C:23]([C:25]3[N:29]4[CH:30]=[CH:31][C:32]([O:34][CH2:35][CH2:36][O:37][CH3:38])=[CH:33][C:28]4=[N:27][CH:26]=3)=[O:24])[CH:18]=[CH:19][CH:20]=2)[CH:15]=[N:14]1)C1C=CC=CC=1>CO.[Pd]>[OH:8][C:9]1[CH:10]=[C:11]([CH:39]=[CH:40][CH:41]=1)[CH2:12][N:13]1[C:21]2[C:16](=[C:17]([NH:22][C:23]([C:25]3[N:29]4[CH:30]=[CH:31][C:32]([O:34][CH2:35][CH2:36][O:37][CH3:38])=[CH:33][C:28]4=[N:27][CH:26]=3)=[O:24])[CH:18]=[CH:19][CH:20]=2)[CH:15]=[N:14]1. Procedure details: A solution of N-(1-(3-(benzyloxy)benzyl)-1H-indazol-4-yl)-7-(2-methoxyethoxy)imidazo[1,2-a]pyridine-3-carboxamide (0.022 g, 0.040 mmol) in MeOH (2 mL) was purged with Argon, treated with 10% palladium on carbon (0.002 g), purged with more Argon, and then attached to a hydrogen balloon. The mixture was stirred at ambient temperature overnight, filtered through glass fiber filter paper, washed with MeOH, concentrated and the residue purified on silica gel (1-3% MeOH in DCM) to provide N-(1-(3-hydr... Reactants: O=C(O)c1ccc(C2(O)COC2)c(OCC2CC2)n1, CC(C)CC(N)C(N)=O. Yields the product CC(C)CC(NC(=O)c1ccc(C2(O)COC2)c(OCC2CC2)n1)C(N)=O. As a reaction SMILES: [CH:1]1([CH2:4][O:5][c:6]2[c:7]([C:15]3([OH:19])[CH2:16][O:17][CH2:18]3)[cH:8][cH:9][c:10]([C:12](=[O:13])[OH:14])[n:11]2)[CH2:2][CH2:3]1.[NH2:20][CH:21]([C:22](=[O:23])[NH2:24])[CH2:25][CH:26]([CH3:27])[CH3:28]>>[CH:1]1([CH2:4][O:5][c:6]2[c:7]([C:15]3([OH:19])[CH2:16][O:17][CH2:18]3)[cH:8][cH:9][c:10]([C:12](=[O:14])[NH:20][CH:21]([C:22](=[O:23])[NH2:24])[CH2:25][CH:26]([CH3:27])[CH3:28])[n:11]2)[CH2:2][CH2:3]1.